Dataset: the Open Reaction Database (ORD), a public repository of structured organic reaction records. Task: describe an organic reaction: reactants, conditions, products, and yield Starting materials: C(C1=CC=CC=C1)=C1NC2=CC=C(C=C2C=C1)[N+](=O)[O-] (2-benzylidene-6-nitroquinoline), [O-][Mn](=O)(=O)=O.[K+] (KMnO4), O (water). The solvent is N1=CC=CC=C1 (pyridine). Product: C(=O)(O)C1=NC2=CC=C(C=C2C=C1)[N+](=O)[O-] (2-carboxy-6-nitroquinoline). Yield: 39.0%. As a reaction SMILES: [CH:1](=[C:8]1[CH:17]=[CH:16][C:15]2[C:10](=[CH:11][CH:12]=[C:13]([N+:18]([O-:20])=[O:19])[CH:14]=2)[NH:9]1)C1C=CC=CC=1.[O-:21][Mn](=O)(=O)=O.[K+].[OH2:27]>N1C=CC=CC=1>[C:1]([C:8]1[CH:17]=[CH:16][C:15]2[C:10](=[CH:11][CH:12]=[C:13]([N+:18]([O-:20])=[O:19])[CH:14]=2)[N:9]=1)([OH:21])=[O:27] |f:1.2|. Reported procedure: To a solution of 2-benzylidene-6-nitroquinoline (4.9 g; 17.7 mM) in pyridine (36.6 ml) and water (8 ml) was added portion wise KMnO4 (7.5 g; 47.8 mM) keeping the temperature between 18 and 20° C. After filtration on celite, the solution was acidified (pH3), at 0° C., with H2SO4 (65%). The resulting precipitate was filtered, washed with water and ether and then dried to give 2-carboxy-6-nitroquinoline (1.5 g; 39%). The solvent is CN(C)C=O (DMF), O (water). The yield is 50.0%. RXN SMILES: Br[C:2]1[CH:3]=[C:4]([C:15]([NH:17][CH2:18][C:19]2[C:20](=[O:27])[NH:21][C:22]([CH3:26])=[CH:23][C:24]=2[CH3:25])=[O:16])[C:5]2[C:6]([CH3:14])=[CH:7][N:8]([CH:11]([CH3:13])[CH3:12])[C:9]=2[CH:10]=1.[CH3:28][N:29]1[CH2:34][CH2:33][N:32]([C:35]2[CH:40]=[CH:39][C:38](B3OC(C)(C)C(C)(C)O3)=[CH:37][N:36]=2)[CH2:31][CH2:30]1.C(=O)([O-])[O-].[Na+].[Na+]>CN(C=O)C.O.Cl[Pd](Cl)([P](C1C=CC=CC=1)(C1C=CC=CC=1)C1C=CC=CC=1)[P](C1C=CC=CC=1)(C1C=CC=CC=1)C1C=CC=CC=1>[CH3:25][C:24]1[CH:23]=[C:22]([CH3:26])[NH:21][C:20](=[O:27])[C:19]=1[CH2:18][NH:17][C:15]([C:4]1[C:5]2[C:6]([CH3:14])=[CH:7][N:8]([CH:11]([CH3:13])[CH3:12])[C:9]=2[CH:10]=[C:2]([C:38]2[CH:37]=[N:36][C:35]([N:32]3[CH2:31][CH2:30][N:29]([CH3:28])[CH2:34][CH2:33]3)=[CH:40][CH:39]=2)[CH:3]=1)=[O:16] |f:2.3.4,^1:64,83|. Yields the product CC1=C(C(NC(=C1)C)=O)CNC(=O)C=1C=2C(=CN(C2C=C(C1)C=1C=NC(=CC1)N1CCN(CC1)C)C(C)C)C (N-((4,6-dimethyl-2-oxo-1,2-dihydropyridin-3-yl)methyl)-1-isopropyl-3-methyl-6-(6-(4-methylpiperazin-1-yl)pyridin-3-yl)-1H-indole-4-carboxamide), solid. The reactants are BrC=1C=C(C=2C(=CN(C2C1)C(C)C)C)C(=O)NCC=1C(NC(=CC1C)C)=O (6-bromo-N-((1,2-dihydro-4,6-dimethyl-2-oxopyridin-3-yl)methyl)-1-isopropyl-3-methyl-1H-indole-4-carboxamide), CN1CCN(CC1)C1=NC=C(C=C1)B1OC(C(O1)(C)C)(C)C (1-methyl-4-(5-(4,4,5,5-tetramethyl-1,3,2-dioxaborolan-2-yl)pyridin-2-yl)piperazine), C([O-])([O-])=O.[Na+].[Na+] (sodium carbonate). Procedure details: To a stirred solution of 6-bromo-N-((1,2-dihydro-4,6-dimethyl-2-oxopyridin-3-yl)methyl)-1-isopropyl-3-methyl-1H-indole-4-carboxamide (2 g, 4.65 mmol) in DMF (100 mL) was added 1-methyl-4-(5-(4,4,5,5-tetramethyl-1,3,2-dioxaborolan-2-yl)pyridin-2-yl)piperazine (1.55 g, 5.12 mmol) followed by a solution of sodium carbonate (1.23 g, 11.62 mmol) in water (10 mL) and the contents were degassed with argon for 30 min. After that PdCl2(PPh3)2 (326 mg, 0.464 mmol) was added and the contents again degassed... The reagents and catalysts are Cl[Pd]([P](C1=CC=CC=C1)(C2=CC=CC=C2)C3=CC=CC=C3)([P](C4=CC=CC=C4)(C5=CC=CC=C5)C6=CC=CC=C6)Cl (PdCl2(PPh3)2). The reactants are ClC1=CC(=NC2=CC=C(C=C12)OC(F)(F)F)N1CCS(C2=C(C1)C=CC=C2)(=O)=O (4-(4-Chloro-6-(trifluoromethoxy)quinolin-2-yl)-2,3,4,5-tetrahydro-1,4-benzothiazepine 1,1-dioxide), O=C1CC(CN1)C(=O)N (5-oxopyrrolidine-3-carboxamide), C([O-])([O-])=O.[K+].[K+] (potassium carbonate), CN[C@H]1[C@@H](CCCC1)NC (trans-N,N′-dimethylcyclohexane-1,2-diamine). Reagents/catalysts: [Cu]I (copper(I) iodide). Solvent: ClCCl (dichloromethane), COCCOCCOC (diethylene glycol dimethyl ether). Run at temperature 140 celsius, time 3 hour. Product: O=S1(CCN(CC2=C1C=CC=C2)C2=NC1=CC=C(C=C1C(=C2)NC(=O)C2CNC(C2)=O)C)=O (N-[2-(1,1-dioxido-2,3-dihydro-1,4-benzothiazepin-4(5H)-yl)-6-methylquinolin-4-yl]-5-oxopyrrolidine-3-carboxamide). The yield is 3.6%. As a reaction SMILES: Cl[C:2]1[C:11]2[C:6](=[CH:7][CH:8]=[C:9](OC(F)(F)F)[CH:10]=2)[N:5]=[C:4]([N:17]2[CH2:23][C:22]3[CH:24]=[CH:25][CH:26]=[CH:27][C:21]=3[S:20](=[O:29])(=[O:28])[CH2:19][CH2:18]2)[CH:3]=1.[O:30]=[C:31]1[NH:35][CH2:34][CH:33]([C:36]([NH2:38])=[O:37])[CH2:32]1.[C:39](=O)([O-])[O-].[K+].[K+].CN[C@@H]1CCCC[C@H]1NC>ClCCl.[Cu]I.COCCOCCOC>[O:29]=[S:20]1(=[O:28])[C:21]2[CH:27]=[CH:26][CH:25]=[CH:24][C:22]=2[CH2:23][N:17]([C:4]2[CH:3]=[C:2]([NH:38][C:36]([CH:33]3[CH2:32][C:31](=[O:30])[NH:35][CH2:34]3)=[O:37])[C:11]3[C:6](=[CH:7][CH:8]=[C:9]([CH3:39])[CH:10]=3)[N:5]=2)[CH2:18][CH2:19]1 |f:2.3.4|. Procedure: A mixture of 4-(4-bromo-6-methylquinolin-2-yl)-2,3,4,5-tetrahydro-1,4-benzothiazepine 1,1-dioxide (500 mg, 1.19 mol, prepared in analogy to 4-(4-chloro-6-(trifluoromethoxy)quinolin-2-yl)-2,3,4,5-tetrahydro-1,4-benzothiazepine 1,1-dioxide in Example 17-1), 5-oxopyrrolidine-3-carboxamide (307 mg, 2.39 mmol), copper(I) iodide (23 mg, 0.12 mmol), potassium carbonate (497 mg, 3.60 mmol), trans-N,N′-dimethylcyclohexane-1,2-diamine (0.038 mL, 0.24 mmol) and diethylene glycol dimethyl ether (10 mL) was ... The reactants are [Si](C1=CC=CC=C1)(C1=CC=CC=C1)(C(C)(C)C)OCC1=NC=C(C(=C1N1C[C@H](O[C@H](C1)C)C)Cl)F ((2R,6S)-4-(2-((tert-butyldiphenylsilyloxy)methyl)-4-chloro-5-fluoropyridin-3-yl)-2,6-dimethylmorpholine), [Si](C1=CC=CC=C1)(C1=CC=CC=C1)(C(C)(C)C)OCC1=NC=C(C(=C1N1C[C@H](O[C@H](C1)C)C)Cl)F ((2R,6S)-4-(2-((tert-butyldiphenylsilyloxy)methyl)-4-chloro-5-fluoropyridin-3-yl)-2,6-dimethylmorpholine), CC=1SC(=CN1)C=O (2-methylthiazole-5-carbaldehyde). The product is [Si](C1=CC=CC=C1)(C1=CC=CC=C1)(C(C)(C)C)OCC1=C(C(=C(C(=N1)C(O)C1=CN=C(S1)C)F)Cl)N1C[C@H](O[C@H](C1)C)C ((6-((tert-butyldiphenylsilyloxy)methyl)-4-chloro-5-((2R,6S)-2,6-dimethylmorpholino)-3-fluoropyridin-2-yl)(2-methylthiazol-5-yl)methanol). As a reaction SMILES: [Si:1]([O:18][CH2:19][C:20]1[C:25]([N:26]2[CH2:31][C@H:30]([CH3:32])[O:29][C@H:28]([CH3:33])[CH2:27]2)=[C:24]([Cl:34])[C:23]([F:35])=[CH:22][N:21]=1)([C:14]([CH3:17])([CH3:16])[CH3:15])([C:8]1[CH:13]=[CH:12][CH:11]=[CH:10][CH:9]=1)[C:2]1[CH:7]=[CH:6][CH:5]=[CH:4][CH:3]=1.[CH3:36][C:37]1[S:38][C:39]([CH:42]=[O:43])=[CH:40][N:41]=1>>[Si:1]([O:18][CH2:19][C:20]1[N:21]=[C:22]([CH:42]([C:39]2[S:38][C:37]([CH3:36])=[N:41][CH:40]=2)[OH:43])[C:23]([F:35])=[C:24]([Cl:34])[C:25]=1[N:26]1[CH2:31][C@H:30]([CH3:32])[O:29][C@H:28]([CH3:33])[CH2:27]1)([C:14]([CH3:17])([CH3:15])[CH3:16])([C:8]1[CH:13]=[CH:12][CH:11]=[CH:10][CH:9]=1)[C:2]1[CH:3]=[CH:4][CH:5]=[CH:6][CH:7]=1. Reported procedure: Starting materials: (2R,6S)-4-(2-((tert-butyldiphenylsilyloxy)methyl)-4-chloro-5-fluoropyridin-3-yl)-2,6-dimethylmorpholine (Intermediate 45) and 2-methylthiazole-5-carbaldehyde. Starting materials: CCNCC(O)(CNc1cccc2c1cnn2-c1ccc(F)cc1)C(F)(F)F, Cc1cccc(C)c1C(=O)Cl, CCN(C(C)C)C(C)C, ClCCl. Yields the product CCN(CC(O)(CNc1cccc2c1cnn2-c1ccc(F)cc1)C(F)(F)F)C(=O)c1c(C)cccc1C. As a reaction SMILES: [CH2:1]([CH3:2])[NH:3][CH2:4][C:5]([C:6]([F:7])([F:8])[F:9])([OH:10])[CH2:11][NH:12][c:13]1[c:14]2[cH:15][n:16][n:17](-[c:22]3[cH:23][cH:24][c:25]([F:28])[cH:26][cH:27]3)[c:18]2[cH:19][cH:20][cH:21]1.[CH3:38][c:39]1[c:40]([C:41](=[O:42])[Cl:43])[c:44]([CH3:48])[cH:45][cH:46][cH:47]1.[CH:29]([N:30]([CH2:31][CH3:32])[CH:33]([CH3:34])[CH3:35])([CH3:36])[CH3:37].[Cl:49][CH2:50][Cl:51]>>[CH2:1]([CH3:2])[N:3]([CH2:4][C:5]([C:6]([F:7])([F:8])[F:9])([OH:10])[CH2:11][NH:12][c:13]1[c:14]2[cH:15][n:16][n:17](-[c:22]3[cH:23][cH:24][c:25]([F:28])[cH:26][cH:27]3)[c:18]2[cH:19][cH:20][cH:21]1)[C:41]([c:40]1[c:39]([CH3:38])[cH:47][cH:46][cH:45][c:44]1[CH3:48])=[O:42]. The reactants are COc1cccc(C23CCC(=O)C(C2)NC3=O)c1, CCO, NN, O, c1ccccc1. Product: COc1cccc(C23CCC(=NN)C(C2)NC3=O)c1. Reaction SMILES: [CH3:1][O:2][c:3]1[cH:4][c:5]([C:9]23[CH2:10][CH2:11][C:12](=[O:18])[CH:13]([NH:14][C:15]2=[O:16])[CH2:17]3)[cH:6][cH:7][cH:8]1.[CH3:22][CH2:23][OH:24].[NH2:20][NH2:21].[OH2:19].[cH:25]1[cH:26][cH:27][cH:28][cH:29][cH:30]1>>[CH3:1][O:2][c:3]1[cH:4][c:5]([C:9]23[CH2:10][CH2:11][C:12](=[N:20][NH2:21])[CH:13]([NH:14][C:15]2=[O:16])[CH2:17]3)[cH:6][cH:7][cH:8]1. As a reaction SMILES: Br[C:2]1[CH:3]=[CH:4][C:5]2[O:9][C:8]([CH:10]3[CH2:15][CH2:14][N:13]([C:16]([O:18][CH:19]([CH3:21])[CH3:20])=[O:17])[CH2:12][CH2:11]3)=[N:7][C:6]=2[CH:22]=1.[Cl:23][C:24]1[CH:32]=[C:31](B2OC(C)(C)C(C)(C)O2)[CH:30]=[CH:29][C:25]=1[C:26]([NH2:28])=[O:27]>>[C:26]([C:25]1[CH:29]=[CH:30][C:31]([C:2]2[CH:3]=[CH:4][C:5]3[O:9][C:8]([CH:10]4[CH2:15][CH2:14][N:13]([C:16]([O:18][CH:19]([CH3:21])[CH3:20])=[O:17])[CH2:12][CH2:11]4)=[N:7][C:6]=3[CH:22]=2)=[CH:32][C:24]=1[Cl:23])(=[O:27])[NH2:28]. Reactants: BrC=1C=CC2=C(N=C(O2)C2CCN(CC2)C(=O)OC(C)C)C1 (Isopropyl 4-(5-bromobenzo[d]oxazol-2-yl)piperidine-1-carboxylate), ClC1=C(C(=O)N)C=CC(=C1)B1OC(C(O1)(C)C)(C)C (2-chloro-4-(4,4,5,5-tetramethyl-1,3,2-dioxaborolan-2-yl)benzamide). The yield is 16.6%. Yields the product C(N)(=O)C1=C(C=C(C=C1)C=1C=CC2=C(N=C(O2)C2CCN(CC2)C(=O)OC(C)C)C1)Cl (Isopropyl 4-[5-(4-carbamoyl-3-chlorophenyl)benzo[d]oxazol-2-yl]piperidine-1-carboxylate). Procedure: Following the General Procedure-2, the titled compound (30 mg) was prepared from Intermediate 13 (150 mg, 0.41 mmol) and 2-chloro-4-(4,4,5,5-tetramethyl-1,3,2-dioxaborolan-2-yl)benzamide (110 mg, 0.41 mmol) as a pale-yellow solid. M.P.: 178-181° C. 1H-NMR (δ ppm, DMSO-d6, 400 MHz): 8.04 (d, J 1.7, 1H), 7.88 (bs, 1H), 7.80 (d, J 1.7, 1H), 7.77 (d, J 8.5, 1H), 7.73-7.68 (m, 2H), 7.62-7.58 (m, 1H), 7.52 (d, J 8, 1H), 4.78 (septet, J 6.2, 1H), 3.97 (d, J 13.2, 2H), 3.34-3.24 (m, 1H), 3.10-3.00 (m, 2...